Dataset: the Open Reaction Database (ORD), a public repository of structured organic reaction records. Task: describe an organic reaction: reactants, conditions, products, and yield Reactants: C(C1=CC=CC=C1)OC1=CC=C(C=C1)C(=C)C(=C)C1=CC=C(C=C1)OCC1=CC=CC=C1 (2,3-di(4-benzyloxy-phenyl)-1,3-butadiene), CC(C=O)=C (2-methyl-propenal), B(F)(F)F (BF3). Run in C(Cl)Cl (DCM). Run at time 3 hour. Product: CC1(CC(=C(CC1)C1=CC=C(C=C1)OCC1=CC=CC=C1)C1=CC=C(C=C1)OCC1=CC=CC=C1)C=O (1-methyl-3,4-di(4-benzyloxy-phenyl )-cyclohex-3-ene carbaldehyde). RXN SMILES: [CH2:1]([O:8][C:9]1[CH:14]=[CH:13][C:12]([C:15]([C:17]([C:19]2[CH:24]=[CH:23][C:22]([O:25][CH2:26][C:27]3[CH:32]=[CH:31][CH:30]=[CH:29][CH:28]=3)=[CH:21][CH:20]=2)=[CH2:18])=[CH2:16])=[CH:11][CH:10]=1)[C:2]1[CH:7]=[CH:6][CH:5]=[CH:4][CH:3]=1.[CH3:33][C:34](=[CH2:37])[CH:35]=[O:36].B(F)(F)F>C(Cl)Cl>[CH3:33][C:34]1([CH:35]=[O:36])[CH2:37][CH2:16][C:15]([C:12]2[CH:13]=[CH:14][C:9]([O:8][CH2:1][C:2]3[CH:3]=[CH:4][CH:5]=[CH:6][CH:7]=3)=[CH:10][CH:11]=2)=[C:17]([C:19]2[CH:20]=[CH:21][C:22]([O:25][CH2:26][C:27]3[CH:28]=[CH:29][CH:30]=[CH:31][CH:32]=3)=[CH:23][CH:24]=2)[CH2:18]1. Procedure details: To a solution of 2,3-di(4-benzyloxy-phenyl)-1,3-butadiene (1.2 g, 2.8 mmol) and 2-methyl-propenal (0.602 g, 8.4 mmol) in DCM (10.5 mL) was added BF3.OCH2CH3 (0.596 mL, 4.2 mmol) at −10° C. After 3 h at −10° C., the reaction mixture was quenched with saturated aqueous NaHCO3 (10 mL). The reaction mixture was then extracted with ethyl acetate (2 10 mL), dried over MgSO4 and purified by SiO2 twice (15% ethyl acetate/hexane) to yield 1-methyl-3,4-di(4-benzyloxy-phenyl )-cyclohex-3-ene carbaldehyde. Reactants: C(C)(C)(C)OC(=O)N1C(OC([C@@H]1C1CC1)C(=O)OCC)C1=CC=C(C=C1)OC (ethyl (4S,SR)-3-tert-butoxycarbonyl-2-(4-methoxyphenyl)-4-cyclopropyl-5-oxazolidinecarboxylate), [OH-].[Li+] (lithium hydroxide). The solvent is CO (methanol), O (water). Reaction conditions: time 30 minute. The product is C(C)(C)(C)OC(=O)N1C(OC([C@@H]1C1CC1)C(=O)O)C1=CC=C(C=C1)OC ((4S,SR)-3-tert-butoxycarbonyl-2-(4-methoxyphenyl)-4-cyclopropyl-5-oxazolidinecarboxylic acid). Isolated yield 125.5%. As a reaction SMILES: [OH-].[Li+].[C:3]([O:7][C:8]([N:10]1[C@@H:14]([CH:15]2[CH2:17][CH2:16]2)[CH:13]([C:18]([O:20]CC)=[O:19])[O:12][CH:11]1[C:23]1[CH:28]=[CH:27][C:26]([O:29][CH3:30])=[CH:25][CH:24]=1)=[O:9])([CH3:6])([CH3:5])[CH3:4]>CO.O>[C:3]([O:7][C:8]([N:10]1[C@@H:14]([CH:15]2[CH2:17][CH2:16]2)[CH:13]([C:18]([OH:20])=[O:19])[O:12][CH:11]1[C:23]1[CH:28]=[CH:27][C:26]([O:29][CH3:30])=[CH:25][CH:24]=1)=[O:9])([CH3:6])([CH3:5])[CH3:4] |f:0.1|. Procedure: (1)Ethyl (45, 5R)-3-tert-butoxycarbonyl-2-(4-methoxyphenyl)-4-cyclopropyl-5-oxazolidinecarboxylate (diastereomeric mixture) obtained in Example 6(1) is purified by column chromatography to give ethyl (4S,5R)-3-tert-butoxycarbonyl-2-(4-methoxyphenyl)-4-cyclopropyl-5-oxazolidinecarboxylate. A 87 mg of lithium hydroxide is added under ice-cooling to a solution of 1.03 g of ethyl (4S,SR)-3-tert-butoxycarbonyl-2-(4-methoxyphenyl)-4-cyclopropyl-5-oxazolidinecarboxylate in a mixture of 20 ml of methano...